This data is from the Open Reaction Database (ORD), a public repository of structured organic reaction records. The task is: describe an organic reaction: reactants, conditions, products, and yield Reactants: resultant solution, FC1=CC=C(C=C1)N1CCN(CC1)C1=NC(NC(N1)=O)=O (6-[4-(4-fluorophenyl)piperazin-1-yl]-1,3,5-triazine-2,4(1H,3H)-dione), [H-].[Li+] (lithium hydride), ClC1=CC=C(CCl)C=C1 (4-chlorobenzyl chloride), [I-].[Na+] (sodium iodide). The solvent is CN(C=O)C (N,N-dimethylformamide), O (water). Yields the product ClC1=CC=C(CN2C(NC(=NC2=O)N2CCN(CC2)C2=CC=C(C=C2)F)=O)C=C1 (3-(4-Chlorobenzyl)-6-[4-(4-fluorophenyl)piperazin-1-yl]-1,3,5-triazine-2,4(1H,3H)-dione). The yield is 16.3%. As a reaction SMILES: [F:1][C:2]1[CH:7]=[CH:6][C:5]([N:8]2[CH2:13][CH2:12][N:11]([C:14]3[NH:19][C:18](=[O:20])[NH:17][C:16](=[O:21])[N:15]=3)[CH2:10][CH2:9]2)=[CH:4][CH:3]=1.[H-].[Li+].[Cl:24][C:25]1[CH:32]=[CH:31][C:28]([CH2:29]Cl)=[CH:27][CH:26]=1.[I-].[Na+]>O.CN(C)C=O>[Cl:24][C:25]1[CH:32]=[CH:31][C:28]([CH2:29][N:17]2[C:18](=[O:20])[N:19]=[C:14]([N:11]3[CH2:12][CH2:13][N:8]([C:5]4[CH:6]=[CH:7][C:2]([F:1])=[CH:3][CH:4]=4)[CH2:9][CH2:10]3)[NH:15][C:16]2=[O:21])=[CH:27][CH:26]=1 |f:1.2,4.5|. Procedure details: To an N,N-dimethylformamide solution of 6-[4-(4-fluorophenyl)piperazin-1-yl]-1,3,5-triazine-2,4(1H,3H)-dione (1.20 g, 4.12 mmol) synthesized in Reference Synthesis Example 18, lithium hydride (75 mg, 4.94 mmol), 4-chlorobenzyl chloride (0.70 g, 4.12 mmol), and sodium iodide (catalytic amount) were added at room temperature and the resultant solution was stirred at 50° C. for 8 hours. After completion of the reaction, the reaction solution was poured into water and the resultant mixture was washe... The reactants are CCO, Clc1ccc(CCCBr)cc1, ClCCl, [K], NN, CN(C)C=O, O=C1NC(=O)c2ccccc21, O, O. Product: NCCCc1ccc(Cl)cc1. RXN SMILES: [CH3:32][CH2:33][OH:34].[Cl:13][c:14]1[cH:15][cH:16][c:17]([CH2:20][CH2:21][CH2:22][Br:23])[cH:18][cH:19]1.[Cl:35][CH2:36][Cl:37].[K:1].[NH2:25][NH2:26].[O:27]=[CH:28][N:29]([CH3:30])[CH3:31].[O:2]=[C:3]1[NH:4][C:11](=[O:12])[c:6]2[c:5]1[cH:10][cH:9][cH:8][cH:7]2.[OH2:24].[OH2:38]>>[NH2:4][CH2:22][CH2:21][CH2:20][c:17]1[cH:16][cH:15][c:14]([Cl:13])[cH:19][cH:18]1.